Dataset: the Open Reaction Database (ORD), a public repository of structured organic reaction records. Task: describe an organic reaction: reactants, conditions, products, and yield The reactants are N1CCCC1 (pyrrolidine), ClC1=C(C=CC(=C1)C#N)S(=O)(=O)Cl (2-chloro-4-cyanobenzenesulfonic acid chloride), Cl (hydrochloric acid). Run in N1=CC=CC=C1 (pyridine). Conditions: temperature 80 celsius, time 1 hour. The product is ClC=1C=C(C#N)C=CC1S(=O)(=O)N1CCCC1 (3-chloro-4-(pyrrolidin-1-ylsulfonyl)benzonitrile). Reaction SMILES: [Cl:1][C:2]1[CH:7]=[C:6]([C:8]#[N:9])[CH:5]=[CH:4][C:3]=1[S:10](Cl)(=[O:12])=[O:11].[NH:14]1[CH2:18][CH2:17][CH2:16][CH2:15]1.Cl>N1C=CC=CC=1>[Cl:1][C:2]1[CH:7]=[C:6]([CH:5]=[CH:4][C:3]=1[S:10]([N:14]1[CH2:18][CH2:17][CH2:16][CH2:15]1)(=[O:12])=[O:11])[C:8]#[N:9]. Procedure: 900 mg (4 mmol) of 2-chloro-4-cyanobenzenesulfonic acid chloride is dissolved in 3 mL of pyridine and, after the addition of 0.5 mL (5.8 mmol) of pyrrolidine, stirred for one hour at 80° C. Then the mixture is cooled, mixed with ice, and adjusted to pH 5-6 with 1 molar hydrochloric acid. The precipitate formed is suction filtered, washed with water and dried. Yield: 1.1 g (100% of theory); Rf value: 0.20 (silica gel; petroleum ether/ethyl acetate=4:1). Reactants: O (water), BrC1=NC=C(C=C1)Br (2,5-dibromopyridine), C(CCC)[Li] (butyl lithium), FC(S(=O)(=O)O[Si](C)(C)C(C)(C)C)(F)F (tert-butyldimethylsilyl trifluoromethanesulfonate). Run in C(C)OCC (diethyl ether), C(C)OCC (diethyl ether), C(C)(=O)OCC (ethyl acetate). Reaction conditions: temperature -70 celsius, time 25 minute. Product: BrC1=NC=C(C=C1)[Si](C)(C)C(C)(C)C (2-bromo-5-tert-butyldimethylsilylpyridine). Reaction SMILES: [Br:1][C:2]1[CH:7]=[CH:6][C:5](Br)=[CH:4][N:3]=1.C([Li])CCC.FC(F)(F)S(O[Si:20]([C:23]([CH3:26])([CH3:25])[CH3:24])([CH3:22])[CH3:21])(=O)=O.O>C(OCC)C.C(OCC)(=O)C>[Br:1][C:2]1[CH:7]=[CH:6][C:5]([Si:20]([C:23]([CH3:26])([CH3:25])[CH3:24])([CH3:22])[CH3:21])=[CH:4][N:3]=1. Procedure details: To a reaction container equipped with a dropping funnel, 21.6 g of 2,5-dibromopyridine and 243 mL of diethyl ether were added. The obtained solution was cooled at −70° C. and then, 56.63 mL of butyl lithium (1.61 M/hexane solution) was added dropwise thereto. The obtained mixture was stirred for 1 hour and 25 minutes and then, a solution obtained by dissolving 20.96 mL of tert-butyldimethylsilyl trifluoromethanesulfonate in 16.7 mL of diethyl ether was added dropwise thereto. The obtained mixtur...